This data is from the Open Reaction Database (ORD), a public repository of structured organic reaction records. The task is: describe an organic reaction: reactants, conditions, products, and yield Starting materials: O=C([O-])[O-], CC(C)=O, Fc1cc(Cl)ccc1CBr, Oc1ccc(Cl)cc1I, [K+], [K+]. Yields the product Fc1cc(Cl)ccc1COc1ccc(Cl)cc1I. RXN SMILES: [C:20](=[O:21])([O-:22])[O-:23].[CH3:26][C:27](=[O:28])[CH3:29].[Cl:10][c:11]1[cH:12][c:13]([F:19])[c:14]([CH2:15][Br:16])[cH:17][cH:18]1.[Cl:1][c:2]1[cH:3][c:4]([I:9])[c:5]([OH:8])[cH:6][cH:7]1.[K+:24].[K+:25]>>[Cl:1][c:2]1[cH:3][c:4]([I:9])[c:5]([O:8][CH2:15][c:14]2[c:13]([F:19])[cH:12][c:11]([Cl:10])[cH:18][cH:17]2)[cH:6][cH:7]1.